This data is from the Open Reaction Database (ORD), a public repository of structured organic reaction records. The task is: describe an organic reaction: reactants, conditions, products, and yield The reactants are CO, CC(Nc1cc(-c2cc3nccn3c(N3CC4CC3CN4)n2)ccn1)c1ccccc1, CCC=O, ClC(Cl)Cl, ClCCl. The product is CCCN1CC2CC1CN2c1nc(-c2ccnc(NC(C)c3ccccc3)c2)cc2nccn12. As a reaction SMILES: [CH3:36][OH:37].[CH:1]12[N:2]([c:8]3[n:9][c:10](-[c:17]4[cH:18][c:19]([NH:23][CH:24]([CH3:25])[c:26]5[cH:27][cH:28][cH:29][cH:30][cH:31]5)[n:20][cH:21][cH:22]4)[cH:11][c:12]4[n:13]3[cH:14][cH:15][n:16]4)[CH2:3][CH:4]([NH:5][CH2:6]1)[CH2:7]2.[CH:32]([CH2:33][CH3:34])=[O:35].[CH:38]([Cl:39])([Cl:40])[Cl:41].[Cl:42][CH2:43][Cl:44]>>[CH:1]12[N:2]([c:8]3[n:9][c:10](-[c:17]4[cH:18][c:19]([NH:23][CH:24]([CH3:25])[c:26]5[cH:27][cH:28][cH:29][cH:30][cH:31]5)[n:20][cH:21][cH:22]4)[cH:11][c:12]4[n:13]3[cH:14][cH:15][n:16]4)[CH2:3][CH:4]([N:5]([CH2:32][CH2:33][CH3:34])[CH2:6]1)[CH2:7]2. Reactants: Cl.COC([C@@H](N)CC1=CC=C(C=C1)C=1C(N(C(N(C1C)C)=O)C)=O)=O (4-(1,3,6-trimethyl-2,4-dioxo-5-pyrirnidinyl)-L-phenylalanine methyl ester hydrochloride salt), ClC1=C(C(=O)Cl)C(=CC=C1)Cl (2,6-dichlorobenzoyl chloride), C(C)(C)N(CC)C(C)C (diisopropylethylamine). Run in ClCCl (dichloromethane), ClCCl (dichloromethane). Run at time 1 minute. The product is COC([C@@H](NC(=O)C1=C(C=CC=C1Cl)Cl)CC1=CC=C(C=C1)C=1C(N(C(N(C1C)C)=O)C)=O)=O (N-[(2,6-dichlorophenyl)carbonyl]-4-(1,3,6-trimethyl-2,4-dioxo-5-pyrimidinyl)-L-phenylalanine methyl ester). The yield is 92.8%. RXN SMILES: Cl.[CH3:2][O:3][C:4](=[O:25])[C@H:5]([CH2:7][C:8]1[CH:13]=[CH:12][C:11]([C:14]2[C:15](=[O:24])[N:16]([CH3:23])[C:17](=[O:22])[N:18]([CH3:21])[C:19]=2[CH3:20])=[CH:10][CH:9]=1)[NH2:6].[Cl:26][C:27]1[CH:35]=[CH:34][CH:33]=[C:32]([Cl:36])[C:28]=1[C:29](Cl)=[O:30].C(N(C(C)C)CC)(C)C>ClCCl>[CH3:2][O:3][C:4](=[O:25])[C@H:5]([CH2:7][C:8]1[CH:9]=[CH:10][C:11]([C:14]2[C:15](=[O:24])[N:16]([CH3:23])[C:17](=[O:22])[N:18]([CH3:21])[C:19]=2[CH3:20])=[CH:12][CH:13]=1)[NH:6][C:29]([C:28]1[C:27]([Cl:26])=[CH:35][CH:34]=[CH:33][C:32]=1[Cl:36])=[O:30] |f:0.1|. Procedure: To a suspension of 4-(1,3,6-trimethyl-2,4-dioxo-5-pyrirnidinyl)-L-phenylalanine methyl ester hydrochloride salt (3.12 mmol, 1.15 g) and 2,6-dichlorobenzoyl chloride (3.51 mmol, 0.735 g) in dichloromethane (40 mL) was added diisopropylethylamine (9.36 mmol, 1.63 mL) at room temperature. After 1 min, everything went into solution and the clear yellow solution was stirred for 20 h at room temperature. The resulting brown solution was diluted with dichloromethane (50 mL). The dichloromethane layer w...